From a dataset of the Open Reaction Database (ORD), a public repository of structured organic reaction records. describe an organic reaction: reactants, conditions, products, and yield The reactants are ( 3 ), O=P(Cl)(Cl)Cl (POCl3), OC1=NC=NC2=CC=CC=C12 (4-hydroxyquinazoline), ( 9 ), N1N=CN=C1 (1,2,4-triazole). Run in N1=CC=CC=C1 (pyridine). Product: N1=CN=CC2=CC=CC=C12 (Quinazoline). RXN SMILES: O=P(Cl)(Cl)Cl.O[C:7]1[C:16]2[C:11](=[CH:12][CH:13]=[CH:14][CH:15]=2)[N:10]=[CH:9][N:8]=1.N1C=NC=N1>N1C=CC=CC=1>[N:10]1[C:11]2[C:16](=[CH:15][CH:14]=[CH:13][CH:12]=2)[CH:7]=[N:8][CH:9]=1. Procedure details: Intermediates of formula (3) wherein L is 1,2,4-triazol-1-yl, can be prepared, for example, by adding POCl3 dropwise to a mixture of a 4-hydroxyquinazoline (1 equiv.) of formula (9) and 1,2,4-triazole (3 equiv.) in pyridine at room temperature. Starting materials: C(CC)N1C(CCCC1)=O (1-propyl-2-piperidone), C(C)(C)[N-]C(C)C.[Li+] (lithium di-isopropylamide), BrC=1C(CCCC1OC)=O (2-bromo-3-methoxycyclohex-2-en-1-one). Procedure: A solution of 1-propyl-2-piperidone (50 mM) in benzene (40 ml) was added dropwise to a solution of lithium di-isopropylamide [ex n-butyl lithium in hexane (32.3 ml, 50 mM), di-isopropylamine (7 ml, 50 mM) and THF (33 ml)]. A solution of 2-bromo-3-methoxycyclohex-2-en-1-one (10.25 g, 50 mM) in THF (40 ml) was added, and after 5 minutes the mixture was quenched by pouring on to excess aqueous hydrochloric acid. Ether extraction followed by passage through a short silica pad using ethyl acetate as ... As a reaction SMILES: [CH2:1]([N:4]1[CH2:9][CH2:8][CH2:7][CH2:6][C:5]1=[O:10])[CH2:2][CH3:3].C([N-]C(C)C)(C)C.[Li+].[Br:19][C:20]1[C:21](=O)[CH2:22][CH2:23][CH2:24][C:25]=1[O:26]C>C1C=CC=CC=1.C1COCC1>[Br:19][C:20]1[C:25](=[O:26])[CH2:24][CH2:23][CH2:22][C:21]=1[CH:6]1[CH2:7][CH2:8][CH2:9][N:4]([CH2:1][CH2:2][CH3:3])[C:5]1=[O:10] |f:1.2|. Solvent: C1=CC=CC=C1 (benzene), C1CCOC1 (THF). Yields the product BrC1=C(CCCC1=O)C1C(N(CCC1)CCC)=O (3-(2-Bromo-3-oxocyclohex-1-enyl)-1-propyl-2-piperidone).